From a dataset of the Open Reaction Database (ORD), a public repository of structured organic reaction records. describe an organic reaction: reactants, conditions, products, and yield Reactants: O=C[C@H](O)[C@@H](O)[C@H](O)CO (xylose), CC(C(=N)N)C(=S)NCC(=O)O (ITPG), O=C[C@H](O)[C@@H](O)[C@H](O)[C@H](O)CO (glucose). Yields the product O=C([C@H](O)[C@@H](O)[C@H](O)CO)O (D-Xylonic Acid). Reaction SMILES: [O:1]=[CH:2][C@@H:3]([C@H:5]([C@@H:7]([CH2:9][OH:10])[OH:8])[OH:6])[OH:4].CC(C(NCC(O)=[O:21])=S)C(N)=N.O=C[C@@H]([C@H]([C@@H]([C@@H](CO)O)O)O)O>>[O:1]=[C:2]([OH:21])[C@@H:3]([C@H:5]([C@@H:7]([CH2:9][OH:10])[OH:8])[OH:6])[OH:4]. Reported procedure: In order to maintain xylose dehydrogenase expression during the fermentation, 0.5 mM ITPG was added for 24 hours after OD600 reached 10. Strains continued growing by the addition of glucose. The reactants are CNC(C1=CC(=C(C=C1)[N+](=O)[O-])SC1=C(C=C(C=C1)F)F)=O (N-methyl-3-(2,4-difluorophenylthio)-4-nitrobenzamide), [Cl-].[NH4+] (ammonium chloride). The reagents and catalysts are [Fe] (iron). Run in C(C)O (ethanol), O (water). Yields the product CNC(C1=CC(=C(C=C1)N)SC1=C(C=C(C=C1)F)F)=O (N-methyl-4-amino-3-(2,4-difluorophenylthio)benzamide). The yield is 126.4%. Reaction SMILES: [CH3:1][NH:2][C:3](=[O:22])[C:4]1[CH:9]=[CH:8][C:7]([N+:10]([O-])=O)=[C:6]([S:13][C:14]2[CH:19]=[CH:18][C:17]([F:20])=[CH:16][C:15]=2[F:21])[CH:5]=1.[Cl-].[NH4+]>C(O)C.O.[Fe]>[CH3:1][NH:2][C:3](=[O:22])[C:4]1[CH:9]=[CH:8][C:7]([NH2:10])=[C:6]([S:13][C:14]2[CH:19]=[CH:18][C:17]([F:20])=[CH:16][C:15]=2[F:21])[CH:5]=1 |f:1.2|. Procedure details: A mixture of N-methyl-3-(2,4-difluorophenylthio)-4-nitrobenzamide (0.68 g), iron powder (0.68 g) and ammonium chloride (68 mg) in ethanol (8 ml) and water (4 ml) was stirred and refluxed for 2 hours. The mixture was filtered and the filtrate was concentrated. The residue was dissolved in ethyl acetate, washed with water, dried and evaporated to give pale yellow crystals of N-methyl-4-amino-3-(2,4-difluorophenylthio)benzamide (0.78 g). The reactants are CC(C(=O)O)(CC1=CC(=C(C=C1)OC)C)C (2,2-dimethyl-3-(4-methoxy-3-methylphenyl)propanoic acid), C(C(=O)Cl)(=O)Cl (oxalyl chloride), O (Water). Run in ClCCCl (1,2-dichloroethane). Conditions: time 2 hour. Yields the product COC1=C(C=C2CC(C(C2=C1)=O)(C)C)C (6-Methoxy-2,2,5-trimethyl-1-indanone). RXN SMILES: [CH3:1][C:2]([CH3:16])([CH2:6][C:7]1[CH:12]=[CH:11][C:10]([O:13][CH3:14])=[C:9]([CH3:15])[CH:8]=1)[C:3]([OH:5])=O.C(Cl)(=O)C(Cl)=O.O>ClCCCl>[CH3:14][O:13][C:10]1[CH:11]=[C:12]2[C:7]([CH2:6][C:2]([CH3:1])([CH3:16])[C:3]2=[O:5])=[CH:8][C:9]=1[CH3:15]. Procedure details: A mixture of 9.0 g of 2,2-dimethyl-3-(4-methoxy-3-methylphenyl)propanoic acid and 20 mL of oxalyl chloride was prepared and allowed to stir for 2 hours. The volatiles were then removed by evaporation under reduced pressure. The residue was dissolved in 30 mL of carbon disulfide and the solution was added with stirring to a mixture of 7.4 g of aluminum chloride and 30 mL of carbon disulfide. The mixture was allowed to react for 2 hours and was then diluted with 200 mL of 1,2-dichloroethane. Water... Starting materials: O (water), CNC (dimethylamine), C(=O)O (formic acid), O=C1CC2=C(C3=C(OC4=C2C=CC=C4)C=CC(=C3)Cl)CC1 (2-keto-6-chloro-1,2,3,4-tetrahydro-tribenzo(b,d,f)-oxepine). Run in CN(C=O)C (dimethylformamide). The product is CN(C1CC2=C(C3=C(OC4=C2C=CC=C4)C=CC(=C3)Cl)CC1)C (2-dimethylamino-6-chloro-1,2,3,4-tetrahydro-tribenzo(b,d,f) oxepine). RXN SMILES: [CH3:1][NH:2][CH3:3].C(O)=O.O=[C:8]1[CH2:27][CH2:26][C:11]2[C:12]3[CH:24]=[C:23]([Cl:25])[CH:22]=[CH:21][C:13]=3[O:14][C:15]3[CH:20]=[CH:19][CH:18]=[CH:17][C:16]=3[C:10]=2[CH2:9]1.O>CN(C)C=O>[CH3:1][N:2]([CH3:3])[CH:8]1[CH2:27][CH2:26][C:11]2[C:12]3[CH:24]=[C:23]([Cl:25])[CH:22]=[CH:21][C:13]=3[O:14][C:15]3[CH:20]=[CH:19][CH:18]=[CH:17][C:16]=3[C:10]=2[CH2:9]1. Procedure: To a mixture of 10 ml of dimethylamine and 3.1 ml of 98% formic acid at 31 10° C a solution of 11.5 g of 2-keto-6-chloro-1,2,3,4-tetrahydro-tribenzo(b,d,f)-oxepine in 30 ml of dimethylformamide are added dropwise. The mixture is refluxed for 10 hours. After cooling, the mixture is poured into water and extracted into ether. The ether layer is then washed with 300 ml of 2 N HCl. The acidic water layer is made alkaline with 2 N NaOH, after which the alkaline aqueous solution is extracted with ethe... Starting materials: BrC=1C=C(C(=O)NC(C)C2=CN=C(N=N2)S(=O)(=O)C)C=CC1 (3-bromo-N-{1-[3-(methylsulfonyl)-1,2,4-triazin-6-yl]ethyl}benzamide), BrC=1C=C(C(=O)NC(C)C2=CN=C(N=N2)S(=O)(=O)C)C=CC1 (3-bromo-N-{1-[3-(methylsulfonyl)-1,2,4-triazin-6-yl]ethyl}benzamide), C(C)S(=O)(=O)C=1C=CC(=C(N)C1)OC (5-(ethylsulfonyl)-2-methoxyaniline), O.C1(=CC=C(C=C1)S(=O)(=O)O)C (4-toluenesulfonic acid monohydrate). Solvent: O1CCCC1 (tetrahydrofuran). Conditions: time 24 hour. The product is BrC=1C=C(C(=O)NC(C)C2=CN=C(N=N2)NC2=C(C=CC(=C2)S(=O)(=O)CC)OC)C=CC1 (3-bromo-N-[1-(3-{[5-(ethylsulfonyl)-2-methoxyphenyl]amino}-1,2,4-triazin-6-yl)ethyl]benzamide). The yield is 34.1%. As a reaction SMILES: [Br:1][C:2]1[CH:3]=[C:4]([CH:20]=[CH:21][CH:22]=1)[C:5]([NH:7][CH:8]([C:10]1[N:15]=[N:14][C:13](S(C)(=O)=O)=[N:12][CH:11]=1)[CH3:9])=[O:6].[CH2:23]([S:25]([C:28]1[CH:29]=[CH:30][C:31]([O:35][CH3:36])=[C:32]([CH:34]=1)[NH2:33])(=[O:27])=[O:26])[CH3:24].O.C1(C)C=CC(S(O)(=O)=O)=CC=1>O1CCCC1>[Br:1][C:2]1[CH:3]=[C:4]([CH:20]=[CH:21][CH:22]=1)[C:5]([NH:7][CH:8]([C:10]1[N:15]=[N:14][C:13]([NH:33][C:32]2[CH:34]=[C:28]([S:25]([CH2:23][CH3:24])(=[O:26])=[O:27])[CH:29]=[CH:30][C:31]=2[O:35][CH3:36])=[N:12][CH:11]=1)[CH3:9])=[O:6] |f:2.3|. Procedure: To a stirred solution of 3-bromo-N-{1-[3-(methylsulfonyl)-1,2,4-triazin-6-yl]ethyl}benzamide (Intermediate 6) (240 mg, 0.62 mmol) in tetrahydrofuran (10 mL) was added 5-(ethylsulfonyl)-2-methoxyaniline (270 mg, 1.2 mmol) and 4-toluenesulfonic acid monohydrate (20 mg). After stirring for 24 hours, silica gel (2.5 g) was added to the solution, followed by evaporation of the volatiles under reduced pressure. The pre-adsorbed solids were loaded into a solid loading cartridge and subjected to a gradi...